Dataset: the Open Reaction Database (ORD), a public repository of structured organic reaction records. Task: describe an organic reaction: reactants, conditions, products, and yield Starting materials: CC(=O)[O-], CCO, CCOC(=O)CC(=O)CCl, [NH4+]. Yields the product CCOC(=O)C=C(N)CCl. RXN SMILES: [CH3:12][C:13](=[O:14])[O-:15].[CH3:16][CH2:17][OH:18].[Cl:1][CH2:2][C:3]([CH2:4][C:5](=[O:6])[O:7][CH2:8][CH3:9])=[O:10].[NH4+:11]>>[Cl:1][CH2:2][C:3](=[CH:4][C:5](=[O:6])[O:7][CH2:8][CH3:9])[NH2:11].